The task is: describe an organic reaction: reactants, conditions, products, and yield. This data is from the Open Reaction Database (ORD), a public repository of structured organic reaction records. Product: CCOC(=O)c1ccc(N2CCN(c3ccc(C(=O)OC(C)(C)C)cc3)CC2)cc1. As a reaction SMILES: [C:18]([CH3:19])([CH3:20])([CH3:21])[O:22][C:23]([c:24]1[cH:25][cH:26][c:27]([Br:30])[cH:28][cH:29]1)=[O:31].[C:32](=[O:33])([O-:34])[O-:35].[CH2:1]([CH3:2])[O:3][C:4]([c:5]1[cH:6][cH:7][c:8]([N:11]2[CH2:12][CH2:13][NH:14][CH2:15][CH2:16]2)[cH:9][cH:10]1)=[O:17].[CH:38]1([P:39]([CH:40]2[CH2:41][CH2:42][CH2:43][CH2:44][CH2:45]2)[c:46]2[cH:47][cH:48][cH:49][cH:50][c:51]2-[c:52]2[c:53]([CH:54]([CH3:55])[CH3:56])[cH:57][c:58]([CH:59]([CH3:60])[CH3:61])[cH:62][c:63]2[CH:64]([CH3:65])[CH3:66])[CH2:67][CH2:68][CH2:69][CH2:70][CH2:71]1.[Cs+:36].[Cs+:37].[O:116]=[C:117]([CH:118]=[CH:119][c:120]1[cH:121][cH:122][cH:123][cH:124][cH:125]1)[CH:126]=[CH:127][c:128]1[cH:129][cH:130][cH:131][cH:132][cH:133]1.[O:72]1[CH2:73][CH2:74][O:75][CH2:76][CH2:77]1.[O:80]=[C:81]([CH:82]=[CH:83][c:84]1[cH:85][cH:86][cH:87][cH:88][cH:89]1)[CH:90]=[CH:91][c:92]1[cH:93][cH:94][cH:95][cH:96][cH:97]1.[O:98]=[C:99]([CH:100]=[CH:101][c:102]1[cH:103][cH:104][cH:105][cH:106][cH:107]1)[CH:108]=[CH:109][c:110]1[cH:111][cH:112][cH:113][cH:114][cH:115]1.[Pd:78].[Pd:79]>>[CH2:1]([CH3:2])[O:3][C:4]([c:5]1[cH:6][cH:7][c:8]([N:11]2[CH2:12][CH2:13][N:14]([c:27]3[cH:26][cH:25][c:24]([C:23]([O:22][C:18]([CH3:19])([CH3:20])[CH3:21])=[O:31])[cH:29][cH:28]3)[CH2:15][CH2:16]2)[cH:9][cH:10]1)=[O:17]. The reactants are CC(C)(C)OC(=O)c1ccc(Br)cc1, O=C([O-])[O-], CCOC(=O)c1ccc(N2CCNCC2)cc1, CC(C)c1cc(C(C)C)c(-c2ccccc2P(C2CCCCC2)C2CCCCC2)c(C(C)C)c1, [Cs+], [Cs+], O=C(C=Cc1ccccc1)C=Cc1ccccc1, C1COCCO1, O=C(C=Cc1ccccc1)C=Cc1ccccc1, O=C(C=Cc1ccccc1)C=Cc1ccccc1, [Pd], [Pd]. Starting materials: FC(C(=O)O)(F)F (trifluoroacetic acid), C(C(=O)C1=CC=CC=C1)CCOC(=O)CNC1=C(N(C2=CC(=CC(=C12)Cl)Cl)C(=O)OC(C)(C)C)C(=O)OCC (3-[(phenacyl)carbethoxymethyl-amino]-2-carbethoxy-4,6-dichloro-1-tert-butyloxycarbonyl-indole), C(O)([O-])=O.[Na+] (sodium hydrogen carbonate). Solvent: C(Cl)Cl (methylene chloride). Reaction conditions: time 3.5 hour. Yields the product C(C(=O)C1=CC=CC=C1)CCOC(=O)CNC1=C(NC2=CC(=CC(=C12)Cl)Cl)C(=O)OCC (3-[(Phenacyl)carbethoxymethyl-amino]-2-carbethoxy-4,6-dichloroindole). Yield: 82.6%. As a reaction SMILES: [CH2:1]([CH2:10][CH2:11][O:12][C:13]([CH2:15][NH:16][C:17]1[C:25]2[C:20](=[CH:21][C:22]([Cl:27])=[CH:23][C:24]=2[Cl:26])[N:19](C(OC(C)(C)C)=O)[C:18]=1[C:35]([O:37][CH2:38][CH3:39])=[O:36])=[O:14])[C:2]([C:4]1[CH:9]=[CH:8][CH:7]=[CH:6][CH:5]=1)=[O:3].FC(F)(F)C(O)=O.C(=O)([O-])O.[Na+]>C(Cl)Cl>[CH2:1]([CH2:10][CH2:11][O:12][C:13]([CH2:15][NH:16][C:17]1[C:25]2[C:20](=[CH:21][C:22]([Cl:27])=[CH:23][C:24]=2[Cl:26])[NH:19][C:18]=1[C:35]([O:37][CH2:38][CH3:39])=[O:36])=[O:14])[C:2]([C:4]1[CH:5]=[CH:6][CH:7]=[CH:8][CH:9]=1)=[O:3] |f:2.3|. Procedure: Dissolve 3-[(phenacyl)carbethoxymethyl-amino]-2-carbethoxy-4,6-dichloro-1-tert-butyloxycarbonyl-indole (0.4 g, 0.71 mmol) in methylene chloride (6 mL) and add, by dropwise addition, trifluoroacetic acid (6 mL). Stir for 3.5 hours and pour slowly into saturated sodium hydrogen carbonate (100 mL). Extract with ethyl acetate and dry (MgSO4). Evaporate the solvent in vacuo and recrystallize the residue (ethyl acetate/hexane) to give the title compound (0.28 g, 85%); mp 139°-40° C. Starting materials: CCOC(=O)N1CCC2Cc3c(C)cc(Br)cc3C2C1, Cc1ccccc1, ClCCl, NCc1ccccc1, O=C(C=Cc1ccccc1)C=Cc1ccccc1, O=C(C=Cc1ccccc1)C=Cc1ccccc1, O=C(C=Cc1ccccc1)C=Cc1ccccc1, [Pd], [Pd]. The product is CCOC(=O)N1CCC2Cc3c(C)cc(NCc4ccccc4)cc3C2C1. Reaction SMILES: [CH2:1]([CH3:2])[O:3][C:4](=[O:5])[N:6]1[CH2:7][CH2:8][CH:9]2[CH2:10][c:11]3[c:12]([CH3:20])[cH:13][c:14]([Br:19])[cH:15][c:16]3[CH:17]2[CH2:18]1.[CH3:29][c:30]1[cH:31][cH:32][cH:33][cH:34][cH:35]1.[Cl:36][CH2:37][Cl:38].[NH2:21][CH2:22][c:23]1[cH:24][cH:25][cH:26][cH:27][cH:28]1.[O:41]=[C:42]([CH:43]=[CH:44][c:45]1[cH:46][cH:47][cH:48][cH:49][cH:50]1)[CH:51]=[CH:52][c:53]1[cH:54][cH:55][cH:56][cH:57][cH:58]1.[O:59]=[C:60]([CH:61]=[CH:62][c:63]1[cH:64][cH:65][cH:66][cH:67][cH:68]1)[CH:69]=[CH:70][c:71]1[cH:72][cH:73][cH:74][cH:75][cH:76]1.[O:77]=[C:78]([CH:79]=[CH:80][c:81]1[cH:82][cH:83][cH:84][cH:85][cH:86]1)[CH:87]=[CH:88][c:89]1[cH:90][cH:91][cH:92][cH:93][cH:94]1.[Pd:39].[Pd:40]>>[CH2:1]([CH3:2])[O:3][C:4](=[O:5])[N:6]1[CH2:7][CH2:8][CH:9]2[CH2:10][c:11]3[c:12]([CH3:20])[cH:13][c:14]([NH:21][CH2:22][c:23]4[cH:24][cH:25][cH:26][cH:27][cH:28]4)[cH:15][c:16]3[CH:17]2[CH2:18]1. Starting materials: C12(CC3CC(CC(C1)C3)C2)C=2C=C(C=CC2OC)S(=O)CC2=CC=C(C(=O)OC)C=C2 (methyl 4-[3-(1-adamantyl)-4-methoxyphenylsulfinylmethyl]benzoate), [OH-].[Na+] (sodium hydroxide). Run in C1CCOC1 (THF). Run at time 8 hour. Yields the product C12(CC3CC(CC(C1)C3)C2)C=2C=C(C=CC2OC)S(=O)CC2=CC=C(C(=O)O)C=C2 (4-[3-(1-adamantyl)-4-methoxyphenylsulfinylmethyl]benzoic acid). RXN SMILES: [C:1]12([C:11]3[CH:12]=[C:13]([S:19]([CH2:21][C:22]4[CH:31]=[CH:30][C:25]([C:26]([O:28]C)=[O:27])=[CH:24][CH:23]=4)=[O:20])[CH:14]=[CH:15][C:16]=3[O:17][CH3:18])[CH2:10][CH:5]3[CH2:6][CH:7]([CH2:9][CH:3]([CH2:4]3)[CH2:2]1)[CH2:8]2.[OH-].[Na+]>C1COCC1>[C:1]12([C:11]3[CH:12]=[C:13]([S:19]([CH2:21][C:22]4[CH:31]=[CH:30][C:25]([C:26]([OH:28])=[O:27])=[CH:24][CH:23]=4)=[O:20])[CH:14]=[CH:15][C:16]=3[O:17][CH3:18])[CH2:10][CH:5]3[CH2:4][CH:3]([CH2:9][CH:7]([CH2:6]3)[CH2:8]1)[CH2:2]2 |f:1.2|. Procedure details: 1.1 g (2.7 mmol) of the above methyl ester (b), 40 ml of THF and 40 ml of methanolic sodium hydroxide solution (2N) were introduced into a round-bottomed flask and the mixture was stirred at room temperature for eight hours. The reaction medium was evaporated to dryness and the residue was taken up in water, acidified to pH 1 and extracted with ethyl ether. The organic phase was separated out after settling had taken place, dried over magnesium sulfate and evaporated. The residue obtained was tr... The reactants are CCOCC, ClCCCl, Cl, Cc1ccc(Cl)c(N)c1C(N)=O. Yields the product Cc1ccc(Cl)c(N)c1C#N. Reaction SMILES: [CH3:14][CH2:15][O:16][CH2:17][CH3:18].[Cl:19][CH2:20][CH2:21][Cl:22].[ClH:1].[NH2:2][c:3]1[c:4]([C:5](=[O:6])[NH2:7])[c:8]([CH3:13])[cH:9][cH:10][c:11]1[Cl:12]>>[NH2:2][c:3]1[c:4]([C:5]#[N:7])[c:8]([CH3:13])[cH:9][cH:10][c:11]1[Cl:12]. The reactants are C1(=CC=CC=C1)C1(C(C(CCC1)C=O)=O)CCC#N (2-phenyl-2-(2-cyanoethyl)-6-formylcyclohexanone), C1(=CC=CC=C1)C1(C(CCCC1)=O)CCC#N (2-phenyl-2-(2-cyanoethyl)cyclohexanone), C(C)OC=O (ethylformate). The product is COC=1C=C(C=CC1)C1(C(C(CCC1)C=O)=O)CCC#N (2-(3-methoxyphenyl)-2-(2-cyanoethyl)-6-formylcyclohexanone). As a reaction SMILES: [C:1]1([C:7]2([CH2:16][CH2:17][C:18]#[N:19])[CH2:12][CH2:11][CH2:10][CH:9]([CH:13]=[O:14])[C:8]2=[O:15])[CH:6]=[CH:5][CH:4]=[CH:3][CH:2]=1.C1(C2(CCC#N)CCCC[C:27]2=[O:32])C=CC=CC=1.C(OC=O)C>>[CH3:27][O:32][C:5]1[CH:6]=[C:1]([C:7]2([CH2:16][CH2:17][C:18]#[N:19])[CH2:12][CH2:11][CH2:10][CH:9]([CH:13]=[O:14])[C:8]2=[O:15])[CH:2]=[CH:3][CH:4]=1. Procedure: Following the procedure set forth in Example 1 there was prepared 2-phenyl-2-(2-cyanoethyl)-6-formylcyclohexanone from 2-phenyl-2-(2-cyanoethyl)cyclohexanone and ethylformate. Reactants: Br, Br, O=C(O)C1CCCN1C(=O)CNC(c1ccccc1)(c1ccccc1)c1ccccc1, Nc1nc2c(s1)CC(N)CC2. Yields the product Nc1nc2c(s1)CC(NC(=O)C1CCCN1C(=O)CNC(c1ccccc1)(c1ccccc1)c1ccccc1)CC2. RXN SMILES: [BrH:32].[BrH:33].[C:1]([c:2]1[cH:3][cH:4][cH:5][cH:6][cH:7]1)([c:8]1[cH:9][cH:10][cH:11][cH:12][cH:13]1)([c:14]1[cH:15][cH:16][cH:17][cH:18][cH:19]1)[NH:20][CH2:21][C:22](=[O:23])[N:24]1[CH:25]([C:29](=[O:30])[OH:31])[CH2:26][CH2:27][CH2:28]1.[s:34]1[c:35]([NH2:44])[n:36][c:37]2[c:38]1[CH2:39][CH:40]([NH2:43])[CH2:41][CH2:42]2>>[C:1]([c:2]1[cH:3][cH:4][cH:5][cH:6][cH:7]1)([c:8]1[cH:9][cH:10][cH:11][cH:12][cH:13]1)([c:14]1[cH:15][cH:16][cH:17][cH:18][cH:19]1)[NH:20][CH2:21][C:22](=[O:23])[N:24]1[CH:25]([C:29](=[O:30])[NH:43][CH:40]2[CH2:39][c:38]3[s:34][c:35]([NH2:44])[n:36][c:37]3[CH2:42][CH2:41]2)[CH2:26][CH2:27][CH2:28]1. Reactants: C(C1=CC=CC=C1)[C@]1(C(N(C(O1)=O)[C@H](C)C1=CC=CC=C1)=O)C(=O)NCC(C1=CC=CC=C1)=O ((5R)-5-Benzyl-2,4-dioxo-N-(2-oxo-2-phenylethyl)-3-[(1R)-1-phenylethyl]-1,3-oxazolidine-5-carboxamide), S(O)(O)(=O)=O (sulfuric acid). Run in C(O)([O-])=O.[Na+] (sodium hydrogen carbonate). Conditions: time 16 hour. The product is C(C1=CC=CC=C1)[C@]1(C(N(C(O1)=O)[C@H](C)C1=CC=CC=C1)=O)C=1OC(=CN1)C1=CC=CC=C1 ((5R)-5-Benzyl-3-[(1R)-1-phenylethyl]-5-(5-phenyl-1,3-oxazol-2-yl)-1,3-oxazolidine-2,4-dione). Reaction SMILES: [CH2:1]([C@:8]1([C:23]([NH:25][CH2:26][C:27](=O)[C:28]2[CH:33]=[CH:32][CH:31]=[CH:30][CH:29]=2)=[O:24])[O:12][C:11](=[O:13])[N:10]([C@@H:14]([C:16]2[CH:21]=[CH:20][CH:19]=[CH:18][CH:17]=2)[CH3:15])[C:9]1=[O:22])[C:2]1[CH:7]=[CH:6][CH:5]=[CH:4][CH:3]=1.S(=O)(=O)(O)O>C(=O)([O-])O.[Na+]>[CH2:1]([C@:8]1([C:23]2[O:24][C:27]([C:28]3[CH:29]=[CH:30][CH:31]=[CH:32][CH:33]=3)=[CH:26][N:25]=2)[O:12][C:11](=[O:13])[N:10]([C@@H:14]([C:16]2[CH:21]=[CH:20][CH:19]=[CH:18][CH:17]=2)[CH3:15])[C:9]1=[O:22])[C:2]1[CH:3]=[CH:4][CH:5]=[CH:6][CH:7]=1 |f:2.3|. Procedure details: To the product of Step B (40 mg, 0.088 mmol) was added concentrated sulfuric acid (0.5 mL, 9.38 mmol) and the mixture stirred for 16 h. Ice was added followed by saturated aqueous sodium hydrogen carbonate (30 mL) and the mixture was extracted with ethyl acetate (3×10 mL). The combined organic fractions were washed with saturated aqueous brine (1×15 mL), dried with anhydrous sodium sulfate, filtered and the solvent removed in vacuo. The yellow oil was purified by reverse phase HPLC(YMC Pro-C 18 ... The reactants are ClCC(=O)OC (Methyl chloroacetate), C(=O)=O (carbon dioxide), C(C=C)N1C[C@@H](N(C[C@H]1C)[C@@H](C1=CC(=CC=C1)OS(=O)(=O)C(F)(F)F)C1=CC=C(C(=O)N(CC)CC)C=C1)C (4-((alpha-R)-alpha-((2S,5R)-4-allyl-2,5-dimethyl-1-piperazinyl)-3-trifluoromethylsulfonyloxybenzyl)-N,N-diethylbenzamide), [H-].[Na+] (Sodium hydride), [I-].[Na+] (sodium iodide). Solvent: C(C)(=O)O (acetic acid), O1CCCC1 (tetrahydrofuran), O1CCCC1 (tetrahydrofuran). Conditions: time 8 hour. The product is C(C=C)N1C[C@@H](N(C[C@H]1C)[C@H](C1=CC=C(C=C1)C(=O)N(CC)CC)C=1C=C(OCC(=O)OC)C=CC1)C (methyl 3-((alpha-R)-alpha-((2S,5R)-4-allyl-2,5-dimethyl-1-piperazinyl)-4-(diethylaminocarbonyl)benzyl)phenoxyacetate). As a reaction SMILES: [H-].[Na+].[CH2:3]([N:6]1[C@H:11]([CH3:12])[CH2:10][N:9]([C@H:13]([C:28]2[CH:40]=[CH:39][C:31]([C:32]([N:34]([CH2:37][CH3:38])[CH2:35][CH3:36])=[O:33])=[CH:30][CH:29]=2)[C:14]2[CH:19]=[CH:18][CH:17]=[C:16]([O:20]S(C(F)(F)F)(=O)=O)[CH:15]=2)[C@@H:8]([CH3:41])[CH2:7]1)[CH:4]=[CH2:5].[I-].[Na+].Cl[CH2:45][C:46]([O:48][CH3:49])=[O:47].C(=O)=O>O1CCCC1.C(O)(=O)C>[CH2:3]([N:6]1[C@H:11]([CH3:12])[CH2:10][N:9]([C@@H:13]([C:14]2[CH:15]=[C:16]([CH:17]=[CH:18][CH:19]=2)[O:20][CH2:45][C:46]([O:48][CH3:49])=[O:47])[C:28]2[CH:40]=[CH:39][C:31]([C:32]([N:34]([CH2:37][CH3:38])[CH2:35][CH3:36])=[O:33])=[CH:30][CH:29]=2)[C@@H:8]([CH3:41])[CH2:7]1)[CH:4]=[CH2:5] |f:0.1,3.4|. Procedure: Sodium hydride (60% dispersion in oil, 250 mg (150 mg NaH, 6.25 mmol)) was washed with anhydrous tetrahydrofuran (2×5 mL) and anhydrous tetrahydrofuran (10 mL) was added as supernatant. 4-((alpha-R)-alpha-((2S,5R)-4-Allyl-2,5-Dimethyl-1-piperazinyl)-3-hydroxybenzyl)-N,N-diethylbenzamide hydrochloride (435 mg, 1.0 mmol, prepared in Example 9) was dissolved in the stirred suspension, and when effervescence had subsided, sodium iodide (15 mg, 0.1 mmol) was added. Methyl chloroacetate (350 uL, 434 m...